This data is from the Open Reaction Database (ORD), a public repository of structured organic reaction records. The task is: describe an organic reaction: reactants, conditions, products, and yield Starting materials: NC1=C(C(=O)N)C=C(C(=C1)OCCCN1CCOCC1)OC (2-amino-5-methoxy-4-(3-morpholinopropoxy)benzamide), CN(C)C=NC=[N+](C)C.[Cl-] (Gold's reagent), C(C)(=O)O (Acetic acid), C(C)(=O)[O-].[Na+] (sodium acetate). The solvent is O1CCOCC1 (dioxane). Yields the product OC1=NC=NC2=CC(=C(C=C12)OC)OCCCN1CCOCC1 (4-hydroxy-6-methoxy-7-(3-morpholinopropoxy)quinazoline). The yield is 77.7%. As a reaction SMILES: [NH2:1][C:2]1[CH:10]=[C:9]([O:11][CH2:12][CH2:13][CH2:14][N:15]2[CH2:20][CH2:19][O:18][CH2:17][CH2:16]2)[C:8]([O:21][CH3:22])=[CH:7][C:3]=1[C:4]([NH2:6])=[O:5].[CH3:23]N(C=NC=[N+](C)C)C.[Cl-].C(O)(=O)C.C([O-])(=O)C.[Na+]>O1CCOCC1>[OH:5][C:4]1[C:3]2[C:2](=[CH:10][C:9]([O:11][CH2:12][CH2:13][CH2:14][N:15]3[CH2:20][CH2:19][O:18][CH2:17][CH2:16]3)=[C:8]([O:21][CH3:22])[CH:7]=2)[N:1]=[CH:23][N:6]=1 |f:1.2,4.5|. Reported procedure: A mixture of 2-amino-5-methoxy-4-(3-morpholinopropoxy)benzamide (4.57 g, 12.25 mmol) and Gold's reagent (2.6 g, 15.89 mmol) in dioxane (35 ml) was heated at reflux for 5 hours. Acetic acid (0.55 ml) and sodium acetate (1.0 g) were added to the reaction mixture which was heated for a further 3 hours. The mixture was cooled to ambient temperature and the volatiles removed by evaporation. The residue was adjusted to pH7 with 2M sodium hydroxide and then purified on a Diaion (trade mark of Mitsubish... Reactants: NaH2PO4, [C@H]12[C@H](C[C@H](CC1)C2)NC=2SC(C(N2)=O)CCOC2OCCCC2 (2-((1S,2S,4R)-bicyclo[2.2.1]heptan-2-ylamino)-5-(2-(tetrahydro-2H-pyran-2-yloxy)ethyl)thiazol-4(5H)-one), BrCC(=C)C (3-bromo-2-methylprop-1-ene), [Li+].CC(C)[N-]C(C)C (LDA). Run in C1CCOC1 (THF). Reaction conditions: temperature -78 celsius, time 10 minute. Yields the product [C@H]12[C@H](C[C@H](CC1)C2)NC=2SC(C(N2)=O)(CCOC2OCCCC2)CC(=C)C (2-((1S,2S,4R)-Bicyclo[2.2.1]heptan-2-ylamino)-5-(2-methylallyl)-5-(2-(tetrahydro-2H-pyran-2-yloxy)ethyl)thiazol-4(5H)-one). As a reaction SMILES: [C@@H:1]12[CH2:7][C@@H:4]([CH2:5][CH2:6]1)[CH2:3][C@@H:2]2[NH:8][C:9]1[S:10][CH:11]([CH2:15][CH2:16][O:17][CH:18]2[CH2:23][CH2:22][CH2:21][CH2:20][O:19]2)[C:12](=[O:14])[N:13]=1.[Li+].CC([N-]C(C)C)C.Br[CH2:33][C:34]([CH3:36])=[CH2:35]>C1COCC1>[C@@H:1]12[CH2:7][C@@H:4]([CH2:5][CH2:6]1)[CH2:3][C@@H:2]2[NH:8][C:9]1[S:10][C:11]([CH2:35][C:34]([CH3:36])=[CH2:33])([CH2:15][CH2:16][O:17][CH:18]2[CH2:23][CH2:22][CH2:21][CH2:20][O:19]2)[C:12](=[O:14])[N:13]=1 |f:1.2|. Procedure details: To the mixture of 2-((1S,2S,4R)-bicyclo[2.2.1]heptan-2-ylamino)-5-(2-(tetrahydro-2H-pyran-2-yloxy)ethyl)thiazol-4(5H)-one (1160 mg, 3.43 mmol) in THF (8.0 mL) cooled in a −78° C. bath was added LDA (2.0 M, 17.15 mL). The resulting mixture was stirred for 10 min at −78° C., and then 3-bromo-2-methylprop-1-ene (1.6 ml, 17.15 mmol) was added. After the reaction mixture was allowed to warm to room temperature and stirred ca. 18 h. Saturated NaH2PO4 was added, and the aqueous phase was extracted with... Starting materials: O=C([O-])[O-], C=CCOc1ccc(C2CCN(C(=O)OCc3ccccc3)CC2OCc2ccc3c(c2)N(CCCOC)C(=O)CO3)cc1, CO, [K+], [K+], c1ccc(P(c2ccccc2)(c2ccccc2)[Pd](P(c2ccccc2)(c2ccccc2)c2ccccc2)(P(c2ccccc2)(c2ccccc2)c2ccccc2)P(c2ccccc2)(c2ccccc2)c2ccccc2)cc1. Yields the product COCCCN1C(=O)COc2ccc(COC3CN(C(=O)OCc4ccccc4)CCC3c3ccc(O)cc3)cc21. Reaction SMILES: [C:45](=[O:46])([O-:47])[O-:48].[CH2:1]([CH:2]=[CH2:3])[O:4][c:5]1[cH:6][cH:7][c:8]([CH:11]2[CH:12]([O:27][CH2:28][c:29]3[cH:30][cH:31][c:32]4[c:33]([cH:44]3)[N:34]([CH2:39][CH2:40][CH2:41][O:42][CH3:43])[C:35](=[O:38])[CH2:36][O:37]4)[CH2:13][N:14]([C:17](=[O:18])[O:19][CH2:20][c:21]3[cH:22][cH:23][cH:24][cH:25][cH:26]3)[CH2:15][CH2:16]2)[cH:9][cH:10]1.[CH3:51][OH:52].[K+:49].[K+:50].[cH:53]1[cH:54][cH:55][c:56]([P:57]([Pd:58]([P:59]([c:60]2[cH:61][cH:62][cH:63][cH:64][cH:65]2)([c:66]2[cH:67][cH:68][cH:69][cH:70][cH:71]2)[c:72]2[cH:73][cH:74][cH:75][cH:76][cH:77]2)([P:78]([c:79]2[cH:80][cH:81][cH:82][cH:83][cH:84]2)([c:85]2[cH:86][cH:87][cH:88][cH:89][cH:90]2)[c:91]2[cH:92][cH:93][cH:94][cH:95][cH:96]2)[P:97]([c:98]2[cH:99][cH:100][cH:101][cH:102][cH:103]2)([c:104]2[cH:105][cH:106][cH:107][cH:108][cH:109]2)[c:110]2[cH:111][cH:112][cH:113][cH:114][cH:115]2)([c:116]2[cH:117][cH:118][cH:119][cH:120][cH:121]2)[c:122]2[cH:123][cH:124][cH:125][cH:126][cH:127]2)[cH:128][cH:129]1>>[OH:4][c:5]1[cH:6][cH:7][c:8]([CH:11]2[CH:12]([O:27][CH2:28][c:29]3[cH:30][cH:31][c:32]4[c:33]([cH:44]3)[N:34]([CH2:39][CH2:40][CH2:41][O:42][CH3:43])[C:35](=[O:38])[CH2:36][O:37]4)[CH2:13][N:14]([C:17](=[O:18])[O:19][CH2:20][c:21]3[cH:22][cH:23][cH:24][cH:25][cH:26]3)[CH2:15][CH2:16]2)[cH:9][cH:10]1. The reactants are NNC(=S)N (Thiosemicarbazide), C1(CCCCC1)NC(CCC(C1=CC=CC=C1)=O)=O (N-cyclohexyl-4-oxo-4-phenyl-butyramide), Cl (HCl), O (water). Solvent: CO (methanol). Product: NC(=S)NN=C(CCC(=O)NC1CCCCC1)C1=CC=CC=C1 (4-[(Aminothioxomethyl)-hydrazono]-N-cyclohexyl-4-phenylbutanamide). Isolated yield 69.2%. Reaction SMILES: [NH2:1][NH:2][C:3]([NH2:5])=[S:4].[CH:6]1([NH:12][C:13](=[O:24])[CH2:14][CH2:15][C:16](=O)[C:17]2[CH:22]=[CH:21][CH:20]=[CH:19][CH:18]=2)[CH2:11][CH2:10][CH2:9][CH2:8][CH2:7]1.Cl.O>CO>[NH2:5][C:3]([NH:2][N:1]=[C:16]([C:17]1[CH:22]=[CH:21][CH:20]=[CH:19][CH:18]=1)[CH2:15][CH2:14][C:13]([NH:12][CH:6]1[CH2:11][CH2:10][CH2:9][CH2:8][CH2:7]1)=[O:24])=[S:4]. Reported procedure: Thiosemicarbazide (1.75 g, 19.2 mmol) was added to a solution of N-cyclohexyl-4-oxo-4-phenyl-butyramide (3.30 g, 11.7 mmol), prepared in the previous step, in 40 ml of methanol plus 3.2 ml of 1 N HCl plus 3.2 ml of water and the reaction stirred at room temperature for 21 hours. The solid formed was removed by filtration and dried to give 2.69 g of a white solid. The filtrate was concentrated under reduced pressure to remove the methanol. The residue was partitioned between methylene chloride an... Starting materials: CC=1C=C(C=CC1C)N1NC(C(C1)(C)CO)=O (1-(3,4-dimethylphenyl)-4-hydroxymethyl-4-methyl-3-pyrazolidinone), C1=CC=C2C(=C1)C(=O)OS2(=O)=O (2-sulfobenzoic acid cyclic anhydride). Run in C(C)#N (acetonitrile). Product: S(=O)(=O)(O)C1=C(C(=O)OCC2(C(NN(C2)C2=CC(=C(C=C2)C)C)=O)C)C=CC=C1 ({1-(3,4-dimethylphenyl)-4-methyl-3-oxo-pyrazolidin-4-yl}methyl 2-sulfobenzoate). The yield is 76.6%. Reaction SMILES: [CH3:1][C:2]1[CH:3]=[C:4]([N:9]2[CH2:13][C:12]([CH2:15][OH:16])([CH3:14])[C:11](=[O:17])[NH:10]2)[CH:5]=[CH:6][C:7]=1[CH3:8].[CH:18]1[CH:23]=[C:22]2[C:24]([O:26][S:27](=[O:29])(=[O:28])[C:21]2=[CH:20][CH:19]=1)=[O:25]>C(#N)C>[S:27]([C:21]1[CH:20]=[CH:19][CH:18]=[CH:23][C:22]=1[C:24]([O:16][CH2:15][C:12]1([CH3:14])[CH2:13][N:9]([C:4]2[CH:5]=[CH:6][C:7]([CH3:8])=[C:2]([CH3:1])[CH:3]=2)[NH:10][C:11]1=[O:17])=[O:25])([OH:29])(=[O:28])=[O:26]. Procedure details: To a suspension of {1-(3,4-dimethylphenyl)-4-hydroxymethyl-4-methyl-3-pyrazolidinone (10.0 g, 42.74 mmol) in dry acetonitrile (200 ml), was added 2-sulfobenzoic acid cyclic anhydride (7.86 g, 42.74 mmol) in a single portion at room temperature with stirring. The reaction mixture was heated to reflux under nitrogen for 22 hours until complete dissolution was observed. After cooling the mixture to room temperature, a heavy precipitate formed, which was recovered by filtration with suction. After w... The reactants are N([C@H](CC1=CNC2=CC=CC=C12)C(=O)N[C@@H](CC(C)C)C(=O)N([C@@H](CCCC)C(=O)N)C)C(=O)OC(C)(C)C (BocDTrp-Leu-MeNleNH2), FC(C(=O)O)(F)F (trifluoroacetic acid). Solvent: C(C)(S)S (ethanedithiol), CSC (dimethyl sulfide). Yields the product N[C@H](CC1=CNC2=CC=CC=C12)C(=O)N[C@@H](CC(C)C)C(=O)N([C@@H](CCCC)C(=O)N)C (HDTrp-Leu-MeNleNH2). Isolated yield 37.0%. RXN SMILES: [NH:1](C(OC(C)(C)C)=O)[C@@H:2]([C:13]([NH:15][C@H:16]([C:21]([N:23]([CH3:32])[C@H:24]([C:29]([NH2:31])=[O:30])[CH2:25][CH2:26][CH2:27][CH3:28])=[O:22])[CH2:17][CH:18]([CH3:20])[CH3:19])=[O:14])[CH2:3][C:4]1[C:12]2[C:7](=[CH:8][CH:9]=[CH:10][CH:11]=2)[NH:6][CH:5]=1.FC(F)(F)C(O)=O>CSC.C(S)(S)C>[NH2:1][C@@H:2]([C:13]([NH:15][C@H:16]([C:21]([N:23]([CH3:32])[C@H:24]([C:29]([NH2:31])=[O:30])[CH2:25][CH2:26][CH2:27][CH3:28])=[O:22])[CH2:17][CH:18]([CH3:19])[CH3:20])=[O:14])[CH2:3][C:4]1[C:12]2[C:7](=[CH:8][CH:9]=[CH:10][CH:11]=2)[NH:6][CH:5]=1. Reported procedure: Condensation of BocDTrp-LeuOH (Example 38, 2.09 g.) and MeNleNH2 (1.00 g.) using dicyclohexylcarbodiimide and 1-hydroxybenzotriazole gave BocDTrp-Leu-MeNleNH2 in 99% yield. De-t-butoxycarbonylation of BocDTrp-Leu-MeNleNH2 (2.50 g.) using trifluoroacetic acid in dimethyl sulfide and ethanedithiol gave HDTrp-Leu-MeNleNH2 in 37% yield. Reactants: COC=1C=C2C(=CC=NC2=CC1OC)OC1=CC=C(C=C1)N (6,7-Dimethoxy-4-(4-aminophenoxy)quinoline), C(C)(=O)OC1=CC=C(C(=O)O)C=C1 (4-acetoxybenzoic acid), Cl.C(C)N=C=NCCCN(C)C (1-ethyl-3-(3'-dimethylaminopropyl)carbodiimide hydrochloride). Reaction conditions: time 7 hour. RXN SMILES: [CH3:1][O:2][C:3]1[CH:4]=[C:5]2[C:10](=[CH:11][C:12]=1[O:13][CH3:14])[N:9]=[CH:8][CH:7]=[C:6]2[O:15][C:16]1[CH:21]=[CH:20][C:19]([NH2:22])=[CH:18][CH:17]=1.[C:23]([O:26][C:27]1[CH:35]=[CH:34][C:30]([C:31](O)=[O:32])=[CH:29][CH:28]=1)(=[O:25])[CH3:24].Cl.C(N=C=NCCCN(C)C)C>CN(C)C=O>[CH3:1][O:2][C:3]1[CH:4]=[C:5]2[C:10](=[CH:11][C:12]=1[O:13][CH3:14])[N:9]=[CH:8][CH:7]=[C:6]2[O:15][C:16]1[CH:17]=[CH:18][C:19]([NH:22][C:31]([C:30]2[CH:29]=[CH:28][C:27]([O:26][C:23](=[O:25])[CH3:24])=[CH:35][CH:34]=2)=[O:32])=[CH:20][CH:21]=1 |f:2.3|. Yield: 72.3%. Product: COC=1C=C2C(=CC=NC2=CC1OC)OC1=CC=C(C=C1)NC(=O)C1=CC=C(C=C1)OC(C)=O (N-{4-[(6,7-Dimethoxy-4-quinolinyl)oxy]phenyl}-(4-acetoxyphenyl)carboxamide). Procedure details: 6,7-Dimethoxy-4-(4-aminophenoxy)quinoline (110 mg) and commercially available 4-acetoxybenzoic acid (207 mg) were dissolved in N,N-dimethylformamide (6 ml), 1-ethyl-3-(3'-dimethylaminopropyl)carbodiimide hydrochloride (223 mg) was added, and the admixture was stirred at room temperature for 7 hours. The reaction mixture was then purified in the same manner as described in Example 51 to obtain 123 mg of the title compound (yield: 72%). Run in CN(C=O)C (N,N-dimethylformamide).